This data is from the Open Reaction Database (ORD), a public repository of structured organic reaction records. The task is: describe an organic reaction: reactants, conditions, products, and yield Reactants: C[N+](C)(C)Cc1ccccc1, Cc1ccccc1, [Cl-], CC(C)C1CCC(C)(OCC(O)CCl)CC1, [Na+], [OH-]. The product is CC(C)C1CCC(C)(OCC2CO2)CC1. As a reaction SMILES: [CH2:20]([N+:21]([CH3:22])([CH3:23])[CH3:24])[c:25]1[cH:26][cH:27][cH:28][cH:29][cH:30]1.[CH3:31][c:32]1[cH:33][cH:34][cH:35][cH:36][cH:37]1.[Cl-:19].[Cl:1][CH2:2][CH:3]([CH2:4][O:5][C:6]1([CH3:15])[CH2:7][CH2:8][CH:9]([CH:12]([CH3:13])[CH3:14])[CH2:10][CH2:11]1)[OH:16].[Na+:18].[OH-:17]>>[CH2:2]1[CH:3]([CH2:4][O:5][C:6]2([CH3:15])[CH2:7][CH2:8][CH:9]([CH:12]([CH3:13])[CH3:14])[CH2:10][CH2:11]2)[O:16]1.